The task is: describe an organic reaction: reactants, conditions, products, and yield. This data is from the Open Reaction Database (ORD), a public repository of structured organic reaction records. Starting materials: C1(=CC=CC=C1)C1(CCCCC1)C#N (1-phenyl-1-cyclohexane-carbonitrile), CCO (EtOH), N (ammonia). The reagents and catalysts are [Rh] (rhodium on alumina). The solvent is C(Cl)Cl (CH2Cl2). The product is C1(=CC=CC=C1)C1(CCCCC1)CN (1-Phenyl-1-cyclohexane-methylamine). As a reaction SMILES: [C:1]1([C:7]2([C:13]#[N:14])[CH2:12][CH2:11][CH2:10][CH2:9][CH2:8]2)[CH:6]=[CH:5][CH:4]=[CH:3][CH:2]=1.CCO.N>C(Cl)Cl.[Rh]>[C:1]1([C:7]2([CH2:13][NH2:14])[CH2:12][CH2:11][CH2:10][CH2:9][CH2:8]2)[CH:6]=[CH:5][CH:4]=[CH:3][CH:2]=1. Reported procedure: A mixture containing 1-phenyl-1-cyclohexane-carbonitrile (5.0 g, 27.0 mmol), 150 ml of EtOH, 35 ml of ammonia and 5% rhodium on alumina (1.0 g) was reacted for 12 hours at 80° C. and 500 psi. The mixture was filtered and the filtrate was concentrated in vacuo to provide an oil. This oil was dissolved in CH2Cl2, washed with brine, dried over Na2SO4, filtered and then concentrated in vacuo. Reactants: ClC1=CC=C(C=[N+]1[O-])CN1CCOCC1 (4-[(6-chloro-1-oxidopyridin-3-yl)methyl]morpholine), CNC(=O)C=1C=C2CC(NC2=CC1)=O (N-methyl-2-oxoindoline-5-carboxamide). Procedure details: The title compound was prepared as described for Example 101 using 4-[(6-chloro-1-oxidopyridin-3-yl)methyl]morpholine and N-methyl-2-oxoindoline-5-carboxamide. Yield: 12%: 1H NMR (D2O, 400 MHz) δ 7.82 (d, J=2 Hz, 1H), 7.58 (dd, J=9, 2 Hz, 1H), 7.45 (br s, 1H), 7.28 (m, 2H), 6.92 (d, J=8 Hz, 1H), 4.16 (s, 2H), 4.12 (m, 2H), 3.79 (m, 2H), 3.46 (m, 2H), 3.24 (m, 2H), 2.90 (s, 3H); MS (TSP) m/z 367 (M++1). Isolated yield 12.0%. RXN SMILES: [Cl:1][C:2]1[N+:7]([O-])=[CH:6][C:5]([CH2:9][N:10]2[CH2:15][CH2:14][O:13][CH2:12][CH2:11]2)=[CH:4][CH:3]=1.[CH3:16][NH:17][C:18]([C:20]1[CH:21]=[C:22]2[C:26](=[CH:27][CH:28]=1)[NH:25][C:24](=[O:29])[CH2:23]2)=[O:19]>>[ClH:1].[OH:29][C:24]1[NH:25][C:26]2[C:22]([C:23]=1[C:2]1[CH:3]=[CH:4][C:5]([CH2:9][N:10]3[CH2:15][CH2:14][O:13][CH2:12][CH2:11]3)=[CH:6][N:7]=1)=[CH:21][C:20]([C:18]([NH:17][CH3:16])=[O:19])=[CH:28][CH:27]=2 |f:2.3|. Yields the product Cl.OC=1NC2=CC=C(C=C2C1C1=NC=C(C=C1)CN1CCOCC1)C(=O)NC (2-Hydroxy-N-methyl-3-[5-(morpholin-4-ylmethyl)pyridin-2-yl]-1H-indole-5-carboxamide hydrochloride). Reactants: OC=1C=C(C(=O)OC)C=CC1OC (methyl 3-hydroxyl-4-methoxybenzoate), C(C=C)Br (allyl bromide), C([O-])([O-])=O.[K+].[K+] (potassium carbonate). The solvent is CC(CC)=O (2-butanone). The product is C(C=C)OC=1C=C(C(=O)O)C=CC1OC (3-Allyloxy-4-methoxy-benzoic acid). Reaction SMILES: [OH:1][C:2]1[CH:3]=[C:4]([CH:9]=[CH:10][C:11]=1[O:12][CH3:13])[C:5]([O:7]C)=[O:6].[CH2:14](Br)[CH:15]=[CH2:16].C(=O)([O-])[O-].[K+].[K+]>CC(=O)CC>[CH2:16]([O:1][C:2]1[CH:3]=[C:4]([CH:9]=[CH:10][C:11]=1[O:12][CH3:13])[C:5]([OH:7])=[O:6])[CH:15]=[CH2:14] |f:2.3.4|. Procedure: The reaction of methyl 3-hydroxyl-4-methoxybenzoate and allyl bromide in 2-butanone in the presence of potassium carbonate was performed as described in Example 2 to give 3-Allyloxy-4-methoxy-benzoic acid as white powder. 1H-NMR (400 MHz, d6-DMSO): 12.63 (s, —CO2H); 7.54 (d-like, 1 arom. H); 7.43 (m, 1 arom. H); 7.04 (m, 1 arom. H); 6.02 (m, —CH═CH2); 5.39, 5.23 (2 d-like, CH═CH2); 4.57 (d-like, CH2—CH═CH2); 3.81 (s, OCH3). 13C-NMR (100 MHz, d6-DMSO): 167.04 (—C═O); 152.87; 147.07; 133.59; 123.4... Reactants: [Si](C)(C)(C(C)(C)C)OCC1(CC=2N(CCS1)C(=NN2)C2(CC2)C2=CC=C(C=C2)B2OC(C(O2)(C)C)(C)C)C (8-({[Tert-butyl(dimethyl)silyl]oxy}methyl)-8-methyl-3-{1-[4-(4,4,5,5-tetramethyl-1,3,2-dioxaborolan-2-yl)phenyl]cyclopropyl}-5,6,8,9-tetrahydro[1,2,4]triazolo[4,3-d][1,4]thiazepine), BrC=1C=CC(=NC1)C#N (5-bromo-2-pyridinecarbonitrile), C([O-])([O-])=O.[K+].[K+] (potassium carbonate), C(O)([O-])=O.[Na+] (sodium hydrogencarbonate). Reagents/catalysts: C=1C=CC(=CC1)[P](C=2C=CC=CC2)(C=3C=CC=CC3)[Pd]([P](C=4C=CC=CC4)(C=5C=CC=CC5)C=6C=CC=CC6)([P](C=7C=CC=CC7)(C=8C=CC=CC8)C=9C=CC=CC9)[P](C=1C=CC=CC1)(C=1C=CC=CC1)C=1C=CC=CC1 (tetrakis(triphenylphosphine)palladium(0)). Run in C(OC)COC (dimethoxyethane), O (water). Product: [Si](C)(C)(C(C)(C)C)OCC1(CC=2N(CCS1)C(=NN2)C2(CC2)C2=CC=C(C=C2)C=2C=CC(=NC2)C#N)C (5-(4-{1-[8-({[Tert-butyl(dimethyl)silyl]oxy}methyl)-8-methyl-5,6,8,9-tetrahydro[1,2,4]triazolo[4,3-d][1,4]thiazepin-3-yl]cyclopropyl}phenyl)pyridine-2-carbonitrile). The yield is 70.0%. RXN SMILES: [Si:1]([O:8][CH2:9][C:10]1([CH3:38])[S:16][CH2:15][CH2:14][N:13]2[C:17]([C:20]3([C:23]4[CH:28]=[CH:27][C:26](B5OC(C)(C)C(C)(C)O5)=[CH:25][CH:24]=4)[CH2:22][CH2:21]3)=[N:18][N:19]=[C:12]2[CH2:11]1)([C:4]([CH3:7])([CH3:6])[CH3:5])([CH3:3])[CH3:2].Br[C:40]1[CH:41]=[CH:42][C:43]([C:46]#[N:47])=[N:44][CH:45]=1.C(=O)([O-])[O-].[K+].[K+].C(=O)([O-])O.[Na+]>C(COC)OC.O.C1C=CC([P]([Pd]([P](C2C=CC=CC=2)(C2C=CC=CC=2)C2C=CC=CC=2)([P](C2C=CC=CC=2)(C2C=CC=CC=2)C2C=CC=CC=2)[P](C2C=CC=CC=2)(C2C=CC=CC=2)C2C=CC=CC=2)(C2C=CC=CC=2)C2C=CC=CC=2)=CC=1>[Si:1]([O:8][CH2:9][C:10]1([CH3:38])[S:16][CH2:15][CH2:14][N:13]2[C:17]([C:20]3([C:23]4[CH:24]=[CH:25][C:26]([C:40]5[CH:41]=[CH:42][C:43]([C:46]#[N:47])=[N:44][CH:45]=5)=[CH:27][CH:28]=4)[CH2:22][CH2:21]3)=[N:18][N:19]=[C:12]2[CH2:11]1)([C:4]([CH3:7])([CH3:5])[CH3:6])([CH3:2])[CH3:3] |f:2.3.4,5.6,^1:69,71,90,109|. Procedure: A solution of the compound (555 mg, 1.0 mmol) obtained in Example 16-5), 5-bromo-2-pyridinecarbonitrile (283 mg, 1.5 mmol), tetrakis(triphenylphosphine)palladium(0) (231 mg, 0.2 mmol), and potassium carbonate (276 mg, 2 mmol) in dimethoxyethane (4 mL) and water (1 mL) was stirred at 130° C. for 1.5 h under microwave irradiation. The reaction mixture was cooled to room temperature, saturated aqueous sodium hydrogencarbonate was added to the reaction mixture, the mixture was extracted with dichlor... Reactants: CC1=CN(C2=CC=C(C=C12)O)N(C1=CC=NC=C1)CCC (3-methyl-1-(propyl-4-pyridinylamino)-1H-indol-5-ol), C([O-])(O)=O.[Na+] (sodium bicarbonate), C(CCCCCC)N (heptyl amine), C(=O)(N1C=NC=C1)N1C=NC=C1 (1,1'-carbonyldiimidazole), C(CCCCCC)N (heptyl amine). Solvent: C(C)(=O)O (acetic acid), C1CCOC1 (THF), O1CCCC1 (tetrahydrofuran), C(C)(=O)O (acetic acid), C1CCOC1 (THF), C(C)(=O)O (acetic acid). Reaction conditions: time 3 hour. Yields the product C(CCCCCC)NC(OC=1C=C2C(=CN(C2=CC1)N(C1=CC=NC=C1)CCC)C)=O (3-Methyl-1-(propyl-4-pyridinylamino)-1H-indol-5-yl heptylcarbamate). RXN SMILES: [CH3:1][C:2]1[C:10]2[C:5](=[CH:6][CH:7]=[C:8]([OH:11])[CH:9]=2)[N:4]([N:12]([CH2:19][CH2:20][CH3:21])[C:13]2[CH:18]=[CH:17][N:16]=[CH:15][CH:14]=2)[CH:3]=1.[C:22]([N:29]1[CH:33]=[CH:32]N=C1)(N1C=CN=C1)=[O:23].[CH2:34](N)[CH2:35][CH2:36][CH2:37][CH2:38]CC.C(=O)(O)[O-].[Na+]>C1COCC1.C(O)(=O)C>[CH2:33]([NH:29][C:22](=[O:23])[O:11][C:8]1[CH:9]=[C:10]2[C:5](=[CH:6][CH:7]=1)[N:4]([N:12]([CH2:19][CH2:20][CH3:21])[C:13]1[CH:18]=[CH:17][N:16]=[CH:15][CH:14]=1)[CH:3]=[C:2]2[CH3:1])[CH2:32][CH2:34][CH2:35][CH2:36][CH2:37][CH3:38] |f:3.4|. Procedure: To a solution consisting of 3-methyl-1-(propyl-4-pyridinylamino)-1H-indol-5-ol (2.23 g) and tetrahydrofuran (53 ml) was added 1,1'-carbonyldiimidazole (2.57 g) at room temperature with stirring under nitrogen. Stirring was continued for 96 hours, at which time acetic acid (1.54 ml) was added. To the resulting reaction mixture was added a solution consisting of heptyl amine (1.76 ml), acetic acid (0.71 ml) and THF (5 ml). After stirring for 24 hours, an additional solution of heptyl amine (1.17 m...